Dataset: the Open Reaction Database (ORD), a public repository of structured organic reaction records. Task: describe an organic reaction: reactants, conditions, products, and yield Starting materials: C(C)OC1=NS(C(=C1OCC)C(N(C)C)=O)(=O)=O (3,4-diethoxy-5-dimethylcarbamylisothiazole-1,1-dioxide), C[Si](C)(C)N[Si](C)(C)C (hexamethyldisilizane). Run in C(C)#N (acetonitrile). Product: NC1=NS(C(=C1OCC)C(N(C)C)=O)(=O)=O (3-Amino-4-ethoxy-5-dimethylcarbamylisothiazole-1,1-dioxide). As a reaction SMILES: C(O[C:4]1[C:8]([O:9][CH2:10][CH3:11])=[C:7]([C:12](=[O:16])[N:13]([CH3:15])[CH3:14])[S:6](=[O:18])(=[O:17])[N:5]=1)C.C[Si]([NH:23][Si](C)(C)C)(C)C>C(#N)C>[NH2:23][C:4]1[C:8]([O:9][CH2:10][CH3:11])=[C:7]([C:12](=[O:16])[N:13]([CH3:15])[CH3:14])[S:6](=[O:18])(=[O:17])[N:5]=1. Reported procedure: To a solution of 60% pure 3,4-diethoxy-5-dimethylcarbamylisothiazole-1,1-dioxide (1.3 g) from Part C in acetonitrile (7 ml), under nitrogen, was added hexamethyldisilizane (0.90%, 4.3 mmol). This solution was heated at 50° for four hours. The reaction was then quenched with methanol (0.5 ml) and the solvent evaporated. This residue was chromatographed on silica gel eluting with 40% methanol/chloroform and the collected product residue triturated with ether to give 0.61 g, of title compound (mp 2... Reactants: N([C@@H](CC1=CC=CN=C1)C(=O)N(C)CC1=CC=CC=C1)C(=O)OCC1=CC=CC=C1 (Z-Pal-N(Me)Bzl). Reagents/catalysts: [Pd].[C] (Pd carbon). Run in CO (MeOH). Run at time 5 hour. The product is N[C@@H](CC1=CC=CN=C1)C(=O)N(C)CC1=CC=CC=C1 (H-Pal-N(Me)Bzl). As a reaction SMILES: [NH:1](C(OCC1C=CC=CC=1)=O)[C@H:2]([C:10]([N:12]([CH2:14][C:15]1[CH:20]=[CH:19][CH:18]=[CH:17][CH:16]=1)[CH3:13])=[O:11])[CH2:3][C:4]1[CH:9]=[N:8][CH:7]=[CH:6][CH:5]=1>CO.[Pd].[C]>[NH2:1][C@H:2]([C:10]([N:12]([CH2:14][C:15]1[CH:20]=[CH:19][CH:18]=[CH:17][CH:16]=1)[CH3:13])=[O:11])[CH2:3][C:4]1[CH:9]=[N:8][CH:7]=[CH:6][CH:5]=1 |f:2.3|. Procedure: 2.68 g of Z-Pal-N(Me)Bzl (6.85 mMol) are dissolved in 30 ml of MeOH and after adding 0.3 g of Pd-carbon hydrogenated for 5 hours at ambient temperature and 5 bar. Then, the mixture is filtered, the filtrate is concentrated on the rotary evaporator, the residue is dissolved in ether, filtered and the filtrate is again concentrated. H-Pal-N(Me)Bzl is obtained as a light green oil. [α]D20 (MeOH)=+38.8°. Reactants: C[O-].[Na+] (sodium methoxide), C(C)(=O)O (acetic acid), C(#N)C1=NN(C2=NC=CC=C21)CC2=C(C=CC=C2)F (3-Cyano-1-(2-fluorobenzyl)-1H-pyrazolo[3,4-b]pyridine), [Cl-].[NH4+] (ammonium chloride). Run in CO (methanol), CO (methanol). Conditions: time 2 hour. The product is FC1=C(CN2N=C(C=3C2=NC=CC3)C(N)=N)C=CC=C1 (1-(2-Fluorobenzyl)-1H-pyrazolo[3,4-b]pyridine-3-carboximidamide). Reaction SMILES: [C:1]([C:3]1[C:11]2[C:6](=[N:7][CH:8]=[CH:9][CH:10]=2)[N:5]([CH2:12][C:13]2[CH:18]=[CH:17][CH:16]=[CH:15][C:14]=2[F:19])[N:4]=1)#[N:2].C[O-].[Na+].[Cl-].[NH4+:24].C(O)(=O)C>CO>[F:19][C:14]1[CH:15]=[CH:16][CH:17]=[CH:18][C:13]=1[CH2:12][N:5]1[C:6]2=[N:7][CH:8]=[CH:9][CH:10]=[C:11]2[C:3]([C:1](=[NH:24])[NH2:2])=[N:4]1 |f:1.2,3.4|. Procedure details: 108.00 g (0.43 mol) of 1-(2-fluorobenzyl)-1H-pyrazolo[3,4-b]pyridine-3-carbonitrile (example I, step 4) are dissolved in one liter of methanol and added dropwise to a solution of 94.73 g (1.67 mol; purity: 95%) of sodium methoxide in 3 l of methanol. After stirring at RT for 2 hours, 28.83 g (0.54 mol) of ammonium chloride are added, and subsequently 100.03 g (1.67 mol) of glacial acetic acid are added dropwise. This solution is stirred under reflux overnight. The solvent is removed in vacuo, th... Reactants: ClCCl, CCOC(=O)C=[N+]=[N-], CC(=O)OCCC=O, Cl[Sn]Cl. Yields the product CCOC(=O)CC(=O)CCOC(C)=O. As a reaction SMILES: [Cl:20][CH2:21][Cl:22].[N+:4](=[N-:5])=[CH:6][C:7](=[O:8])[O:9][CH2:10][CH3:11].[O:12]=[CH:13][CH2:14][CH2:15][O:16][C:17]([CH3:18])=[O:19].[Sn:1]([Cl:2])[Cl:3]>>[CH2:6]([C:7](=[O:8])[O:9][CH2:10][CH3:11])[C:13](=[O:12])[CH2:14][CH2:15][O:16][C:17]([CH3:18])=[O:19]. The reactants are CCOC(C)=O, Cl, CN(CC(=O)N1CCCC1C(=O)Oc1ccc([N+](=O)[O-])cc1)C(=O)C(CCCC(N)C(=O)OCc1ccccc1)NC(=O)CNC(=O)OC(C)(C)C, O. The product is Cl, CN(CC(=O)N1CCCC1C(=O)Oc1ccc([N+](=O)[O-])cc1)C(=O)C(CCCC(N)C(=O)OCc1ccccc1)NC(=O)CN. RXN SMILES: [CH3:55][CH2:56][O:57][C:58](=[O:59])[CH3:60].[ClH:53].[N+:1](=[O:2])([O-:3])[c:4]1[cH:5][cH:6][c:7]([O:10][C:11]([CH:12]2[N:13]([C:17]([CH2:18][N:19]([CH3:20])[C:21]([CH:22]([NH:23][C:24]([CH2:25][NH:26][C:27]([O:28][C:29]([CH3:30])([CH3:31])[CH3:32])=[O:33])=[O:34])[CH2:35][CH2:36][CH2:37][CH:38]([NH2:39])[C:40](=[O:41])[O:42][CH2:43][c:44]3[cH:45][cH:46][cH:47][cH:48][cH:49]3)=[O:50])=[O:51])[CH2:14][CH2:15][CH2:16]2)=[O:52])[cH:8][cH:9]1.[OH2:54]>>[ClH:53].[N+:1](=[O:2])([O-:3])[c:4]1[cH:5][cH:6][c:7]([O:10][C:11]([CH:12]2[N:13]([C:17]([CH2:18][N:19]([CH3:20])[C:21]([CH:22]([NH:23][C:24]([CH2:25][NH2:26])=[O:34])[CH2:35][CH2:36][CH2:37][CH:38]([NH2:39])[C:40](=[O:41])[O:42][CH2:43][c:44]3[cH:45][cH:46][cH:47][cH:48][cH:49]3)=[O:50])=[O:51])[CH2:14][CH2:15][CH2:16]2)=[O:52])[cH:8][cH:9]1. The reagents and catalysts are [Pd] (Pd/C). Starting materials: COC(CC1=C(C(=CC=C1)CC(=O)OC)[N+](=O)[O-])=O (2-nitro-1,3-benzenediacetic acid dimethyl ester), [H][H] (hydrogen). Run in O1CCCC1 (tetrahydrofuran), CO (methanol). Reaction SMILES: [CH3:1][O:2][C:3](=[O:19])[CH2:4][C:5]1[CH:10]=[CH:9][CH:8]=[C:7]([CH2:11][C:12](OC)=[O:13])[C:6]=1[N+:16]([O-])=O.[H][H]>O1CCCC1.CO.[Pd]>[CH3:1][O:2][C:3](=[O:19])[CH2:4][C:5]1[CH:10]=[CH:9][CH:8]=[C:7]2[C:6]=1[NH:16][C:12](=[O:13])[CH2:11]2. Product: COC(CC=1C=CC=C2CC(NC12)=O)=O (2,3-dihydro-2-oxo-1H-indole-7-acetic acid methyl ester). Procedure details: A solution of 2-nitro-1,3-benzenediacetic acid dimethyl ester (5.98 g, 0.022 mole) in tetrahydrofuran and methanol (2:1, 100 ml) is treated with hydrogen gas in the presence of 20% Pd/C for 18 hours. The mixture is filtered and concentrated at reduced pressure to yield 2,3-dihydro-2-oxo-1H-indole-7-acetic acid methyl ester. Final purification is accomplished using flash chromatography on silica (elution with 1:19 methanol:dichloromethane) and results in pure 2,3-dihydro-2-oxo-1H-indole-7-acetic ...